From a dataset of the Open Reaction Database (ORD), a public repository of structured organic reaction records. describe an organic reaction: reactants, conditions, products, and yield The reactants are FC(C1=NOC(=C1)N)(F)F (3-trifluoromethyl-5-aminoisoxazole), C(C)(=O)[O-].[Na+] (sodium acetate), BrBr (bromine). The solvent is C(C)(=O)O (acetic acid). The product is FC(C1=NOC(=C1Br)N)(F)F (3-Trifluoromethyl-4-bromo-5-aminoisoxazole). The yield is 76.7%. RXN SMILES: [F:1][C:2]([F:10])([F:9])[C:3]1[CH:7]=[C:6]([NH2:8])[O:5][N:4]=1.C([O-])(=O)C.[Na+].[Br:16]Br>C(O)(=O)C>[F:1][C:2]([F:10])([F:9])[C:3]1[C:7]([Br:16])=[C:6]([NH2:8])[O:5][N:4]=1 |f:1.2|. Procedure: The reaction was carried out according to the same procedure as described in Example 66 except that 3-trifluoromethyl-5-aminoisoxazole (1.06 g, 7.00 mmole), acetic acid (7 ml), anhydrous sodium acetate (0.57 g, 7.00 mmole) and bromine (1.34 g, 8.40 mmole) were used. The product was then purified by column chromatography on silica gel to give a yellow liquid (1.24 g). This product was distilled under reduced pressure to give the title compound as a colorless liquid. Yield: 1.07 g (66.2%), b.p. 85... The reactants are CO, COC(=O)c1c(NC(C)=O)csc1C, [Na+], [OH-]. Product: CC(=O)Nc1csc(C)c1C(=O)O. Reaction SMILES: [CH3:17][OH:18].[CH3:1][O:2][C:3](=[O:4])[c:5]1[c:6]([CH3:14])[s:7][cH:8][c:9]1[NH:10][C:11]([CH3:12])=[O:13].[Na+:16].[OH-:15]>>[O:2]=[C:3]([OH:4])[c:5]1[c:6]([CH3:14])[s:7][cH:8][c:9]1[NH:10][C:11]([CH3:12])=[O:13]. The reactants are CC(=O)[O-], CC(=O)O, CC(C)(C)O, [O-][Cl+][O-], C#CCN(c1ccc(C=O)c(F)c1)C1CCc2cc3nc(C)n(COC(=O)C(C)(C)C)c(=O)c3cc21, NS(=O)(=O)O, [Na+], [Na+]. Product: C#CCN(c1ccc(C(=O)O)c(F)c1)C1CCc2cc3nc(C)n(COC(=O)C(C)(C)C)c(=O)c3cc21. Reaction SMILES: [CH3:47][C:48]([O-:49])=[O:50].[CH3:51][C:52](=[O:53])[OH:54].[CH3:55][C:56]([OH:57])([CH3:58])[CH3:59].[Cl+:1]([O-:2])[O-:3].[F:10][c:11]1[c:12]([CH:13]=[O:14])[cH:15][cH:16][c:17]([N:19]([CH2:20][C:21]#[CH:22])[CH:23]2[CH2:24][CH2:25][c:26]3[c:27]2[cH:28][c:29]2[c:30](=[O:45])[n:31]([CH2:37][O:38][C:39]([C:40]([CH3:41])([CH3:42])[CH3:43])=[O:44])[c:32]([CH3:36])[n:33][c:34]2[cH:35]3)[cH:18]1.[NH2:5][S:6](=[O:7])(=[O:8])[OH:9].[Na+:46].[Na+:4]>>[F:10][c:11]1[c:12]([C:13](=[O:14])[OH:49])[cH:15][cH:16][c:17]([N:19]([CH2:20][C:21]#[CH:22])[CH:23]2[CH2:24][CH2:25][c:26]3[c:27]2[cH:28][c:29]2[c:30](=[O:45])[n:31]([CH2:37][O:38][C:39]([C:40]([CH3:41])([CH3:42])[CH3:43])=[O:44])[c:32]([CH3:36])[n:33][c:34]2[cH:35]3)[cH:18]1. The reactants are NC=1N(C(C2(N1)CC(OC1=CC=C(C=C12)Br)C1=CC=CC=C1)=O)C (2′-amino-6-bromo-1′-methyl-2-phenylspiro[chroman-4,4′-imidazol]-5′(1′H)-one), FC1=C(C=C(C=C1)B(O)O)C(NCCO)=O (4-fluoro-3-(2-hydroxyethylcarbamoyl)phenylboronic acid). Reagents/catalysts: Cl[Pd]([P](C1=CC=CC=C1)(C2=CC=CC=C2)C3=CC=CC=C3)([P](C4=CC=CC=C4)(C5=CC=CC=C5)C6=CC=CC=C6)Cl (Pd(PPh3)2Cl2). The solvent is O1CCOCC1 (1,4-dioxane), C(=O)([O-])[O-].[Cs+].[Cs+] (Cs2CO3). Run at temperature 120 celsius. The product is NC=1N(C(C2(N1)CC(OC1=CC=C(C=C12)C=1C=CC(=C(C(=O)NCCO)C1)F)C1=CC=CC=C1)=O)C (5-(2′-amino-1′-methyl-5′-oxo-2-phenyl-1′,5′-dihydrospiro[chroman-4,4′-imidazole]-6-yl)-2-fluoro-N-(2-hydroxyethyl)benzamide). The yield is 12.2%. As a reaction SMILES: [NH2:1][C:2]1[N:3]([CH3:24])[C:4](=[O:23])[C:5]2([C:15]3[C:10](=[CH:11][CH:12]=[C:13](Br)[CH:14]=3)[O:9][CH:8]([C:17]3[CH:22]=[CH:21][CH:20]=[CH:19][CH:18]=3)[CH2:7]2)[N:6]=1.[F:25][C:26]1[CH:31]=[CH:30][C:29](B(O)O)=[CH:28][C:27]=1[C:35](=[O:40])[NH:36][CH2:37][CH2:38][OH:39]>O1CCOCC1.C([O-])([O-])=O.[Cs+].[Cs+].Cl[Pd](Cl)([P](C1C=CC=CC=1)(C1C=CC=CC=1)C1C=CC=CC=1)[P](C1C=CC=CC=1)(C1C=CC=CC=1)C1C=CC=CC=1>[NH2:1][C:2]1[N:3]([CH3:24])[C:4](=[O:23])[C:5]2([C:15]3[C:10](=[CH:11][CH:12]=[C:13]([C:29]4[CH:30]=[CH:31][C:26]([F:25])=[C:27]([CH:28]=4)[C:35]([NH:36][CH2:37][CH2:38][OH:39])=[O:40])[CH:14]=3)[O:9][CH:8]([C:17]3[CH:22]=[CH:21][CH:20]=[CH:19][CH:18]=3)[CH2:7]2)[N:6]=1 |f:3.4.5,^1:55,74|. Reported procedure: Pd(PPh3)2Cl2 (10 mg) in a 10 mL tube under Ar was treated sequentially with 2′-amino-6-bromo-1′-methyl-2-phenylspiro[chroman-4,4′-imidazol]-5′(1′H)-one (20 mg, 0.052 mmol) in 1,4-dioxane (1 mL), Cs2CO3 (2 N, 0.3 mL) and 4-fluoro-3-(2-hydroxyethylcarbamoyl)phenylboronic acid (23 mg, 0.106 mmol). The mixture was heated at 120° C. in a microwave reactor for 0.5 h. The reaction mixture was concentrated in vacuo to give the residue, which was purified by preparative TLC to give pure 5-(2′-amino-1′-me... Starting materials: ClCCl, O=[N+]([O-])c1ccc(SCCCCl)cc1, O=C(OO)c1cccc(Cl)c1, [Na+], [OH-]. Yields the product O=[N+]([O-])c1ccc(S(=O)CCCCl)cc1. As a reaction SMILES: [CH2:28]([Cl:29])[Cl:30].[Cl:12][CH2:13][CH2:14][CH2:15][S:16][c:17]1[cH:18][cH:19][c:20]([N+:23](=[O:24])[O-:25])[cH:21][cH:22]1.[Cl:1][c:2]1[cH:3][c:4]([C:9](=[O:6])[O:10][OH:11])[cH:5][cH:7][cH:8]1.[Na+:27].[OH-:26]>>[O:6]=[S:16]([CH2:15][CH2:14][CH2:13][Cl:12])[c:17]1[cH:18][cH:19][c:20]([N+:23](=[O:24])[O-:25])[cH:21][cH:22]1. Starting materials: C=CCOC(=O)N1C(C(O)c2cn3c(Cl)ncc3s2)CC(C(C)(C)C)C1O[SiH](C)C, C1CCOC1, CI, CCOC(C)=O, [H-], [Na+], S=C=S, c1c[nH]cn1. Product: C=CCOC(=O)N1C(C(OC(=S)SC)c2cn3c(Cl)ncc3s2)CC(C(C)(C)C)C1O[SiH](C)C. As a reaction SMILES: [CH2:1]([CH:2]=[CH2:3])[O:4][C:5](=[O:6])[N:7]1[CH:8]([O:27][SiH:28]([CH3:29])[CH3:30])[CH:9]([C:23]([CH3:24])([CH3:25])[CH3:26])[CH2:10][CH:11]1[CH:12]([OH:13])[c:14]1[cH:15][n:16]2[c:17]([s:18]1)[cH:19][n:20][c:21]2[Cl:22].[CH2:43]1[O:44][CH2:45][CH2:46][CH2:47]1.[CH3:38][I:39].[CH3:48][CH2:49][O:50][C:51](=[O:52])[CH3:53].[H-:36].[Na+:37].[S:40]=[C:41]=[S:42].[nH:31]1[cH:32][cH:33][n:34][cH:35]1>>[CH2:1]([CH:2]=[CH2:3])[O:4][C:5](=[O:6])[N:7]1[CH:8]([O:27][SiH:28]([CH3:29])[CH3:30])[CH:9]([C:23]([CH3:24])([CH3:25])[CH3:26])[CH2:10][CH:11]1[CH:12]([O:13][C:41](=[S:40])[S:42][CH3:38])[c:14]1[cH:15][n:16]2[c:17]([s:18]1)[cH:19][n:20][c:21]2[Cl:22]. The reactants are C1(CCCCC1)=O (cyclohexanone), COC1=CC=C(C=C1)CC#N (p-Methoxyphenylacetonitrile), C(CCC)[Li] (n-Butyl lithium), CCCCCC (hexane), [Cl-].[NH4+] (ammonium chloride). Solvent: O1CCCC1 (tetrahydrofuran). Conditions: temperature -70 celsius, time 45 minute. Product: C(#N)C(C1(CCCCC1)O)C1=CC=C(C=C1)OC (1-[Cyano(p-methoxyphenyl)methyl]cyclohexanol). As a reaction SMILES: [CH3:1][O:2][C:3]1[CH:8]=[CH:7][C:6]([CH2:9][C:10]#[N:11])=[CH:5][CH:4]=1.C([Li])CCC.CCCCCC.[C:23]1(=[O:29])[CH2:28][CH2:27][CH2:26][CH2:25][CH2:24]1.[Cl-].[NH4+]>O1CCCC1>[C:10]([CH:9]([C:6]1[CH:7]=[CH:8][C:3]([O:2][CH3:1])=[CH:4][CH:5]=1)[C:23]1([OH:29])[CH2:28][CH2:27][CH2:26][CH2:25][CH2:24]1)#[N:11] |f:4.5|. Reported procedure: p-Methoxyphenylacetonitrile (50 gm, 0.3 mole) was added to dry tetrahydrofuran (250 ml) and the solution cooled to -70° C. under nitrogen. n-Butyl lithium in hexane (210 ml, 0.3 mole) was added dropwise, with stirring. The temperature was maintained below -50° C. and a yellow precipitate appeared. After the addition was complete, the reaction mixture was maintained below -50° C. for 30 minutes and cyclohexanone (35 ml, 0.3 mole) was added. After a further 45 minutes below -50° C. the temperature... Starting materials: CCO, CCO, CC[O-], CCCCCC, CCCC(O)C(Cl)C(=O)OCC, [Na+]. The product is CCCC1OC1C(=O)OCC. RXN SMILES: [CH2:16]([OH:17])[CH3:18].[CH3:13][CH2:14][OH:15].[CH3:19][CH2:20][O-:21].[CH3:23][CH2:24][CH2:25][CH2:26][CH2:27][CH3:28].[Cl:1][CH:2]([C:3](=[O:4])[O:5][CH2:6][CH3:7])[CH:8]([CH2:9][CH2:10][CH3:11])[OH:12].[Na+:22]>>[CH:2]1([C:3](=[O:4])[O:5][CH2:6][CH3:7])[CH:8]([CH2:9][CH2:10][CH3:11])[O:12]1. The reactants are NC=1N=CN(C1C(=O)N)CC1=CC=CC=C1 (4-amino-1-benzyl-5-imidazolecarboxamide), C(C)(C)(C)OC(=O)N(C)CCC(=O)O (3-(N-t-butyloxycarbonyl-N-methylamino)propionic acid), Cl.N1=CC(=CC=C1)CC(=O)O (3-pyridylacetic acid hydrochloride). Product: C(C)(C)(C)OC(=O)N(C)CCC(=O)NC=1N=CN(C1C(=O)N)CC1=CC=CC=C1 (4-(3-(N-t-butyloxycarbonyl-N-methylamino)propanoylamino)-1-benzyl-5-imidazole carboxamide). Isolated yield 72.0%. Reaction SMILES: [NH2:1][C:2]1[N:3]=[CH:4][N:5]([CH2:10][C:11]2[CH:16]=[CH:15][CH:14]=[CH:13][CH:12]=2)[C:6]=1[C:7]([NH2:9])=[O:8].[C:17]([O:21][C:22]([N:24]([CH2:26][CH2:27][C:28](O)=[O:29])[CH3:25])=[O:23])([CH3:20])([CH3:19])[CH3:18].Cl.N1C=CC=C(CC(O)=O)C=1>>[C:17]([O:21][C:22]([N:24]([CH2:26][CH2:27][C:28]([NH:1][C:2]1[N:3]=[CH:4][N:5]([CH2:10][C:11]2[CH:16]=[CH:15][CH:14]=[CH:13][CH:12]=2)[C:6]=1[C:7]([NH2:9])=[O:8])=[O:29])[CH3:25])=[O:23])([CH3:20])([CH3:19])[CH3:18] |f:2.3|. Reported procedure: An amidation reaction and post-treatment were carried out under the same conditions as in Example 17, using 1.92 g (8.96 mmol) of 4-amino-1-benzyl-5-imidazolecarboxamide which was prepared in the same manner as in Reference Example 2 and 3-(N-t-butyloxycarbonyl-N-methylamino)propionic acid, instead of 3-pyridylacetic acid hydrochloride, to obtain 2.56 g of 4-(3-(N-t-butyloxycarbonyl-N-methylamino)propanoylamino)-1-benzyl-5-imidazole carboxamide (yield 72%). Starting materials: N1=CC(=CC=C1)B(O)O (pyridine-3-boronic acid), ClC=1N=C(C2=C(N1)C=C(S2)C=O)N2CCOCC2 (2-Chloro-4-morpholin-4-yl-thieno[3,2-d]pyrimidine-6-carbaldehyde), N1CCC(CC1)CCO (2-(piperidin-4-yl)ethanol), crude material. The product is O1CCN(CC1)C=1C2=C(N=C(N1)C=1C=NC=CC1)C=C(S2)CN2CCC(CC2)CCO (2-(1-((4-morpholino-2-(pyridin-3-yl)thieno[3,2-d]pyrimidin-6-yl)methyl)piperidin-4-yl)ethanol). Reaction SMILES: Cl[C:2]1[N:3]=[C:4]([N:13]2[CH2:18][CH2:17][O:16][CH2:15][CH2:14]2)[C:5]2[S:10][C:9]([CH:11]=O)=[CH:8][C:6]=2[N:7]=1.[NH:19]1[CH2:24][CH2:23][CH:22]([CH2:25][CH2:26][OH:27])[CH2:21][CH2:20]1.[N:28]1[CH:33]=[CH:32][CH:31]=[C:30](B(O)O)[CH:29]=1>>[O:16]1[CH2:17][CH2:18][N:13]([C:4]2[C:5]3[S:10][C:9]([CH2:11][N:19]4[CH2:24][CH2:23][CH:22]([CH2:25][CH2:26][OH:27])[CH2:21][CH2:20]4)=[CH:8][C:6]=3[N:7]=[C:2]([C:30]3[CH:29]=[N:28][CH:33]=[CH:32][CH:31]=3)[N:3]=2)[CH2:14][CH2:15]1. Procedure: 2-Chloro-4-morpholinothieno[3,2-d]pyrimidine-6-carbaldehyde 10 from Example 3 (100 mg) was reacted with 2-(piperidin-4-yl)ethanol following the protocol in General Procedure C. One half of the crude material was then used with pyridine-3-boronic acid in General Procedure A to give 42 mg of 143 following reversed phase HPLC purification. MS (Q1) 440 (M)+.